From a dataset of the Open Reaction Database (ORD), a public repository of structured organic reaction records. describe an organic reaction: reactants, conditions, products, and yield The reactants are C[Mg]Br (methylmagnesium bromide), Cl (hydrochloric acid), O=C(CCC1CCC(O1)CCCCCCCC(=O)O)CCCCC (8-[5-(3-Oxooctyl)-tetrahydro-2-furyl]-octanoic acid), C[Si](N[Si](C)(C)C)(C)C (hexamethyldisilazane), C[Si](Cl)(C)C (trimethylchlorosilane). Solvent: CCOCC (ether), CCOCC (ether), N1=CC=CC=C1 (pyridine). Conditions: temperature 0 celsius, time 8 hour. Product: OC(CCC1CCC(O1)CCCCCCCC(=O)O)(CCCCC)C (8-[5-(3-Hydroxy-3-methyloctyl)-tetrahydro-2-furyl]-octanoic acid). The yield is 82.0%. RXN SMILES: [O:1]=[C:2]([CH2:20][CH2:21][CH2:22][CH2:23][CH3:24])[CH2:3][CH2:4][CH:5]1[O:9][CH:8]([CH2:10][CH2:11][CH2:12][CH2:13][CH2:14][CH2:15][CH2:16][C:17]([OH:19])=[O:18])[CH2:7][CH2:6]1.[CH3:25][Si](C)(C)N[Si](C)(C)C.C[Si](C)(C)Cl.C[Mg]Br.Cl>CCOCC.N1C=CC=CC=1>[OH:1][C:2]([CH3:25])([CH2:20][CH2:21][CH2:22][CH2:23][CH3:24])[CH2:3][CH2:4][CH:5]1[O:9][CH:8]([CH2:10][CH2:11][CH2:12][CH2:13][CH2:14][CH2:15][CH2:16][C:17]([OH:19])=[O:18])[CH2:7][CH2:6]1. Procedure details: IX (6.30 g, 0.0185 mole), hexamethyldisilazane (HMDS) (12 ml), trimethylchlorosilane (TMCS) (6 ml), and pyridine (40 ml) were mixed and kept overnight at room temperature. The resulting white suspension was evaporated to dryness (50° C, 10 mm Hg). Ether (100 ml) was added, and the suspension was filtered. The resulting clear, yellow solution of X was cooled to 0° C, and methylmagnesium bromide in ether (3.8N, 8.0 ml, 0.030 mole) was added dropwise during 20 minutes. After stirring for 2 hours at... Run at time 3 hour. RXN SMILES: [NH2:1][C:2]1[O:3][C:4]([C:9]2[CH:14]=[CH:13][CH:12]=[CH:11][CH:10]=2)=[CH:5][C:6]=1[C:7]#[N:8].O.[CH:16]([NH2:18])=O>>[NH2:8][C:7]1[C:6]2[CH:5]=[C:4]([C:9]3[CH:10]=[CH:11][CH:12]=[CH:13][CH:14]=3)[O:3][C:2]=2[N:1]=[CH:16][N:18]=1. Procedure details: A stirred solution of 2-amino-3-cyano-5-phenylfuran (9.18 g, 49.8 mmol) in formamide was heated to 180° C. After 3 hours, the solution was cooled to room temperature, poured into water (250 mL), and the resulting mixture filtered to afford 4-amino-6-phenylfuro-[2,3-d]pyrimidine (11.0 g, crude) as a brown solid. The solid was dissolved in acetic acid (150 mL) and bromine (6 mL, 18.7 g, 117 mmol) was added. The reaction mixture was then heated to 100° C. for 2 hours, cooled, and poured into sodium... The reactants are NC=1OC(=CC1C#N)C1=CC=CC=C1 (2-amino-3-cyano-5-phenylfuran), C(=O)N (formamide), O (water). Yields the product NC=1C2=C(N=CN1)OC(=C2)C2=CC=CC=C2 (4-amino-6-phenylfuro-[2,3-d]pyrimidine). The reactants are OC1=C(C=O)C=C(C=C1)C=1C(=NC=CC1)OC (2-Hydroxy-5-(2-methoxy-pyridin-3-yl)-benzaldehyde), Cl.NC=1C=C(C(=O)NC2=CC=C(C=C2)CCN2CC3(CC2)CN(CC3)CC)C=CC1N (3,4-Diamino-N-{4-[2-(7-ethyl-2,7-diaza-spiro[4.4]non-2-yl)-ethyl]-phenyl}-benzamide HCl salt). Solvent: CC(=O)N(C)C (dimethylacetamide). Run at temperature 95 celsius. Product: C(C)N1CC2(CCN(C2)CCC2=CC=C(C=C2)NC(=O)C2=CC3=C(NC(=N3)C3=C(C=CC(=C3)C=3C(=NC=CC3)OC)O)C=C2)CC1 (2-[2-Hydroxy-5-(2-methoxy-pyridin-3-yl)-phenyl]-1H-benzoimidazole-5-carboxylic acid {4-[2-(7-ethyl-2,7-diaza-spiro[4.4]non-2-yl)-ethyl]-phenyl}-amide), C(C)N1CC2(CCN(C2)CCC2=CC=C(C=C2)NC(=O)C2=CC3=C(NC(=N3)C3=C(C=CC(=C3)C=3C(=NC=CC3)O)O)C=C2)CC1 (2-[2-Hydroxy-5-(2-hydroxy-pyridin-3-yl)-phenyl]-1H-benzoimidazole-5-carboxylic acid {4-[2-(7-ethyl-2,7-diaza-spiro[4.4]non-2-yl)-ethyl]-phenyl}-amide). Reaction SMILES: [OH:1][C:2]1[CH:9]=[CH:8][C:7]([C:10]2[C:11]([O:16][CH3:17])=[N:12][CH:13]=[CH:14][CH:15]=2)=[CH:6][C:3]=1[CH:4]=O.Cl.[NH2:19][C:20]1[CH:21]=[C:22]([CH:45]=[CH:46][C:47]=1[NH2:48])[C:23]([NH:25][C:26]1[CH:31]=[CH:30][C:29]([CH2:32][CH2:33][N:34]2[CH2:38][CH2:37][C:36]3([CH2:42][CH2:41][N:40]([CH2:43][CH3:44])[CH2:39]3)[CH2:35]2)=[CH:28][CH:27]=1)=[O:24]>CC(N(C)C)=O>[CH2:43]([N:40]1[CH2:41][CH2:42][C:36]2([CH2:35][N:34]([CH2:33][CH2:32][C:29]3[CH:30]=[CH:31][C:26]([NH:25][C:23]([C:22]4[CH:45]=[CH:46][C:47]5[NH:48][C:4]([C:3]6[CH:6]=[C:7]([C:10]7[C:11]([O:16][CH3:17])=[N:12][CH:13]=[CH:14][CH:15]=7)[CH:8]=[CH:9][C:2]=6[OH:1])=[N:19][C:20]=5[CH:21]=4)=[O:24])=[CH:27][CH:28]=3)[CH2:38][CH2:37]2)[CH2:39]1)[CH3:44].[CH2:43]([N:40]1[CH2:41][CH2:42][C:36]2([CH2:35][N:34]([CH2:33][CH2:32][C:29]3[CH:30]=[CH:31][C:26]([NH:25][C:23]([C:22]4[CH:45]=[CH:46][C:47]5[NH:48][C:4]([C:3]6[CH:6]=[C:7]([C:10]7[C:11]([OH:16])=[N:12][CH:13]=[CH:14][CH:15]=7)[CH:8]=[CH:9][C:2]=6[OH:1])=[N:19][C:20]=5[CH:21]=4)=[O:24])=[CH:27][CH:28]=3)[CH2:38][CH2:37]2)[CH2:39]1)[CH3:44] |f:1.2|. Reported procedure: A mixture of 2-Hydroxy-5-(2-methoxy-pyridin-3-yl)-benzaldehyde (20 mg) and 3,4-Diamino-N-{4-[2-(7-ethyl-2,7-diaza-spiro[4.4]non-2-yl)-ethyl]-phenyl}-benzamide HCl salt (60 mg) in dimethylacetamide (1.5 ml) was heated at 95° C. for 3 h then cooled and purified by RP-HPLC (0.1% TFA) to afford (A) 2-[2-Hydroxy-5-(2-methoxy-pyridin-3-yl)-phenyl]-1H-benzoimidazole-5-carboxylic acid {4-[2-(7-ethyl-2,7-diaza-spiro[4.4]non-2-yl)-ethyl]-phenyl}-amide (10 mg) LCMS MH+ 617.5 as well as (B) 2-[2-Hydroxy-5-(... Reactants: ClCCl (dichloromethane), O1CCC2=C1C=CC=C2 (2,3-dihydrobenzofuran), COC(Cl)Cl (dichloromethyl methyl ether). The reagents and catalysts are [Cl-].[Ti+4].[Cl-].[Cl-].[Cl-] (Titanium chloride). Run in O (water). Conditions: time 1 hour. Yields the product O1CCC2=C1C=CC(=C2)C=O (2,3-Dihydrobenzofuran-5-carbaldehyde). The yield is 61555.6%. Reaction SMILES: ClCCl.[O:4]1[C:8]2[CH:9]=[CH:10][CH:11]=[CH:12][C:7]=2[CH2:6][CH2:5]1.[CH3:13][O:14]C(Cl)Cl>[Cl-].[Ti+4].[Cl-].[Cl-].[Cl-].O>[O:4]1[C:8]2[CH:9]=[CH:10][C:11]([CH:13]=[O:14])=[CH:12][C:7]=2[CH2:6][CH2:5]1 |f:3.4.5.6.7|. Procedure details: Titanium chloride (28 ml) was dropwise added to a dichloromethane (100 ml) solution containing 2,3-dihydrobenzofuran (10.0 g, 83.2 mmols) and dichloromethyl methyl ether (11.3 ml, 0.125 mmols), while cooling with ice. The mixture was stirred for 1 hour, while still cooling with ice, and then water was added thereto. Dichloromethane was removed under reduced pressure, and the residue was extracted with ethyl acetate. The extract was washed with a saturated saline solution, then dried with anhydro...